describe an organic reaction: reactants, conditions, products, and yield From a dataset of the Open Reaction Database (ORD), a public repository of structured organic reaction records. Starting materials: [H-].[Al+3].[Li+].[H-].[H-].[H-] (Lithium aluminum hydride), C1(CCCCC1)N1[C@H](CCC1)C(=O)N ((2R)-1-cyclohexyl-2-pyrrolidinecarboxamide). Solvent: O1CCCC1 (tetrahydrofuran). Yields the product C1(CCCCC1)N1[C@H](CCC1)CN ([(2R)-1-Cyclohexylpyrrolidinyl]methylamine). Isolated yield 96.0%. RXN SMILES: [H-].[Al+3].[Li+].[H-].[H-].[H-].[CH:7]1([N:13]2[CH2:17][CH2:16][CH2:15][C@@H:14]2[C:18]([NH2:20])=O)[CH2:12][CH2:11][CH2:10][CH2:9][CH2:8]1>O1CCCC1>[CH:7]1([N:13]2[CH2:17][CH2:16][CH2:15][C@@H:14]2[CH2:18][NH2:20])[CH2:8][CH2:9][CH2:10][CH2:11][CH2:12]1 |f:0.1.2.3.4.5|. Procedure details: Lithium aluminum hydride (7.3 ml, 1M in tetrahydrofuran, 7.3 mmol) was added dropwise to a solution of (2R)-1-cyclohexyl-2-pyrrolidinecarboxamide (preparation 147) (950 mg, 4.85 mmol) in tetrahydrofuran (15 ml) and once addition was complete, the reaction was heated under reflux for 20 hrs. The cooled mixture was carefully quenched with water, and extracted with ethyl acetate. The combined organic extracts were then dried over MgSO4 and evaporated under reduced pressure. The residue was suspende... Reactants: [H-].[Na+] (sodium hydride), Cl (hydrochloric acid), CS(=O)(=O)N (methanesulfonamide), BrCCCCCCC(=O)OCC (ethyl 7-bromoheptanoate). Solvent: CN(C=O)C (dimethylformamide), C1=CC=CC=C1 (benzene), O (water). The product is CS(=O)(=O)NCCCCCCC(=O)OCC (Ethyl 7-(methanesulfonamido)heptanoate). Reaction SMILES: [H-].[Na+].[CH3:3][S:4]([NH2:7])(=[O:6])=[O:5].Br[CH2:9][CH2:10][CH2:11][CH2:12][CH2:13][CH2:14][C:15]([O:17][CH2:18][CH3:19])=[O:16].Cl>O.CN(C)C=O.C1C=CC=CC=1>[CH3:3][S:4]([NH:7][CH2:9][CH2:10][CH2:11][CH2:12][CH2:13][CH2:14][C:15]([O:17][CH2:18][CH3:19])=[O:16])(=[O:6])=[O:5] |f:0.1|. Procedure details: A stirred suspension of sodium hydride (57%) (2.33 g., 0.055 mole) in a solvent mixture of benzene (50 ml.) and dimethylformamide (50 ml.) is treated, over 30 minutes with methanesulfonamide (4.75 g., 0.055 mole). This mixture is heated on the steam bath for 1.5 hours, then cooled to room temperature. At this temperature is added ethyl 7-bromoheptanoate (13 g., 0.055 mole) and the reaction is heated at 90° C. for twenty hours. The reaction is poured into water (200 ml.), neutralized with hydroch... Starting materials: ON=C(N)C1=CN=NC=C1 (N′-Hydroxypyridazine-4-carboximidamide), FC=1C=C(C(=O)Cl)C=C(C1F)F (3,4,5-trifluorobenzoyl chloride), N (NH3). The product is N1=NC=C(C=C1)C1=NOC(=N1)C1=CC(=C(C(=C1)F)F)F (3-(Pyridazin-4-yl)-5-(3,4,5-trifluorophenyl)-1,2,4-oxadiazole). RXN SMILES: [OH:1][N:2]=[C:3]([C:5]1[CH:10]=[CH:9][N:8]=[N:7][CH:6]=1)[NH2:4].[F:11][C:12]1[CH:13]=[C:14]([CH:18]=[C:19]([F:22])[C:20]=1[F:21])[C:15](Cl)=O.N>>[N:8]1[CH:9]=[CH:10][C:5]([C:3]2[N:4]=[C:15]([C:14]3[CH:13]=[C:12]([F:11])[C:20]([F:21])=[C:19]([F:22])[CH:18]=3)[O:1][N:2]=2)=[CH:6][N:7]=1. Reported procedure: The titled compound was prepared according to the procedure of Method D using the product of Example 83D and 3,4,5-trifluorobenzoyl chloride (Aldrich). 1H NMR (300 MHz, CD3OD) δ 8.04-8.16 (m, 2 H), 8.38 (dd, J=5.4, 2.2 Hz, 1 H), 9.46 (dd, J=5.4, 1.4 Hz, 1 H), 9.86 (dd, J=2.4, 1.2 Hz, 1 H) ppm; MS (DCI/NH3) m/z=279 (M+H)+. Starting materials: O=C1OC(=O)C2=C1CCc1ccccc12, CC(C)(CN)CO, Cc1ccccc1, O. Yields the product CC(C)(CO)CN1C(=O)C2=C(C1=O)c1ccccc1CC2. RXN SMILES: [C:1]12=[C:2]([CH2:3][CH2:4][c:5]3[cH:6][cH:7][cH:8][cH:9][c:10]31)[C:11](=[O:12])[O:13][C:14]2=[O:15].[CH3:16][C:17]([CH2:18][OH:19])([CH2:20][NH2:21])[CH3:22].[CH3:24][c:25]1[cH:26][cH:27][cH:28][cH:29][cH:30]1.[OH2:23]>>[C:1]12=[C:2]([CH2:3][CH2:4][c:5]3[cH:6][cH:7][cH:8][cH:9][c:10]31)[C:11](=[O:13])[N:21]([CH2:20][C:17]([CH3:16])([CH2:18][OH:19])[CH3:22])[C:14]2=[O:15].